This data is from the Open Reaction Database (ORD), a public repository of structured organic reaction records. The task is: describe an organic reaction: reactants, conditions, products, and yield Starting materials: Cl.CC(C)(C)NCC1=NN=NN1C (2-methyl-N-((1-methyl-1H-tetrazol-5-yl)methyl)propan-2-amine hydrochloride), CN(C)C(=[N+](C)C)ON1C2=C(C=CC=C2)N=N1.[B-](F)(F)(F)F (TBTU), CCN(C(C)C)C(C)C (DIEA), C1(CC1)COC1=C(C=CC(=N1)C(=O)O)N1CC(C1)(F)F (6-cyclopropylmethoxy-5-(3,3-difluoro-azetidin-1-yl)-pyridine-2-carboxylic acid). The product is C(C)(C)(C)N(C(=O)C1=NC(=C(C=C1)N1CC(C1)(F)F)OCC1CC1)CC1=NN=NN1C (6-Cyclopropylmethoxy-5-(3,3-difluoro-azetidin-1-yl)-pyridine-2-carboxylic acid tert-butyl-(1-methyl-1H-tetrazol-5-ylmethyl)-amide). RXN SMILES: [CH:1]1([CH2:4][O:5][C:6]2[N:11]=[C:10]([C:12]([OH:14])=O)[CH:9]=[CH:8][C:7]=2[N:15]2[CH2:18][C:17]([F:20])([F:19])[CH2:16]2)[CH2:3][CH2:2]1.Cl.[CH3:22][C:23]([NH:26][CH2:27][C:28]1[N:32]([CH3:33])[N:31]=[N:30][N:29]=1)([CH3:25])[CH3:24].CN(C(ON1N=NC2C=CC=CC1=2)=[N+](C)C)C.[B-](F)(F)(F)F.CCN(C(C)C)C(C)C>>[C:23]([N:26]([CH2:27][C:28]1[N:32]([CH3:33])[N:31]=[N:30][N:29]=1)[C:12]([C:10]1[CH:9]=[CH:8][C:7]([N:15]2[CH2:18][C:17]([F:20])([F:19])[CH2:16]2)=[C:6]([O:5][CH2:4][CH:1]2[CH2:2][CH2:3]2)[N:11]=1)=[O:14])([CH3:25])([CH3:24])[CH3:22] |f:1.2,3.4|. Procedure: In analogy to the procedure described in Example 47 b), 6-cyclopropylmethoxy-5-(3,3-difluoro-azetidin-1-yl)-pyridine-2-carboxylic acid (Example 1 b)) was reacted with 2-methyl-N-((1-methyl-1H-tetrazol-5-yl)methyl)propan-2-amine hydrochloride in the presence of TBTU and DIEA to obtain the title compound as yellow solid; MS (EI): m/e=436.5 [MH+]. The reactants are O=C([O-])[O-], CN(C)C=O, COC(=O)c1cnn(CCl)c1, N#CC(C#N)CCC(F)(F)F, [K+], [K+], O. Product: COC(=O)c1cnn(CC(C#N)(C#N)CCC(F)(F)F)c1. RXN SMILES: [C:23](=[O:24])([O-:25])[O-:26].[CH3:30][N:31]([CH3:32])[CH:33]=[O:34].[Cl:1][CH2:2][n:3]1[n:4][cH:5][c:6]([C:8](=[O:9])[O:10][CH3:11])[cH:7]1.[F:12][C:13]([CH2:14][CH2:15][CH:16]([C:17]#[N:18])[C:19]#[N:20])([F:21])[F:22].[K+:27].[K+:28].[OH2:29]>>[CH2:2]([n:3]1[n:4][cH:5][c:6]([C:8](=[O:9])[O:10][CH3:11])[cH:7]1)[C:16]([CH2:15][CH2:14][C:13]([F:12])([F:21])[F:22])([C:17]#[N:18])[C:19]#[N:20].